The task is: describe an organic reaction: reactants, conditions, products, and yield. This data is from the Open Reaction Database (ORD), a public repository of structured organic reaction records. Starting materials: ClC=1C=C(CN(CC2=CC(=C(C=C2)Cl)Cl)CCCC#N)C=CC1Cl (4-[N,N-bis-(3,4-dichlorobenzyl)amino]butyronitrile), [OH-].[Na+] (NaOH), C(C)O (ethanol), Cl (HCl). The solvent is O (water). Product: ClC=1C=C(CN(CC2=CC(=C(C=C2)Cl)Cl)CCCC(=O)O)C=CC1Cl (4-[N,N-Bis-(3,4-dichlorobenzyl)amino]butyric Acid), hydrochloride salt. Reaction SMILES: [Cl:1][C:2]1[CH:3]=[C:4]([CH:21]=[CH:22][C:23]=1[Cl:24])[CH2:5][N:6]([CH2:16][CH2:17]CC#N)[CH2:7][C:8]1[CH:13]=[CH:12][C:11]([Cl:14])=[C:10]([Cl:15])[CH:9]=1.[OH-:25].[Na+].[CH2:27]([OH:29])[CH3:28].Cl>O>[Cl:1][C:2]1[CH:3]=[C:4]([CH:21]=[CH:22][C:23]=1[Cl:24])[CH2:5][N:6]([CH2:16][CH2:17][CH2:28][C:27]([OH:25])=[O:29])[CH2:7][C:8]1[CH:13]=[CH:12][C:11]([Cl:14])=[C:10]([Cl:15])[CH:9]=1 |f:1.2|. Reported procedure: A mixture of 4-[N,N-bis-(3,4-dichlorobenzyl)amino]butyronitrile (1.95 g), NaOH (2.0 g) and ethanol (25 ml) was stirred and heated to reflux for 6 hours under a nitrogen blanket. After cooling, the solvent was evaporated in vacuo to give a paste which was taken up in water (30 ml), acidified with conc. HCl, stirred well and cooled in ice. The oil which had precipitated crystallised slowly. The crystals were filtered off, washed well with water, and recrystallised from dimethylformamide, diluted w...